This data is from the Open Reaction Database (ORD), a public repository of structured organic reaction records. The task is: describe an organic reaction: reactants, conditions, products, and yield Reactants: ( a ), C(C1=CC=CC=C1)N (benzylamine), C1(CC=CCC1)C=O (cyclohex-3-enecarbaldehyde), ( II ). The product is C1(CC=CCC1)\C=N\CC1=CC=CC=C1 ((E)-N-(cyclohex-3-en-1-ylmethylene)-1-phenylmethanamine). RXN SMILES: [CH2:1]([NH2:8])[C:2]1[CH:7]=[CH:6][CH:5]=[CH:4][CH:3]=1.[CH:9]1([CH:15]=O)[CH2:14][CH2:13][CH:12]=[CH:11][CH2:10]1>>[CH:2]1(/[CH:1]=[N:8]/[CH2:15][C:9]2[CH:14]=[CH:13][CH:12]=[CH:11][CH:10]=2)[CH2:7][CH2:6][CH:5]=[CH:4][CH2:3]1. Procedure: In another aspect, a process for preparing a compound of Formula (II) is described, comprising: (a) condensing benzylamine with cyclohex-3-enecarbaldehyde to form (E)-N-(cyclohex-3-en-1-ylmethylene)-1-phenylmethanamine; (b) contacting (E)-N-(cyclohex-3-en-1-ylmethylene)-1-phenylmethanamine with an isomerizing agent to form (E)-N-benzylidene-1-(cyclohex-3-en-1-yl)methanamine; (c) contacting (E)-N-benzylidene-1-(cyclohex-3-en-1-yl)methanamine with an aldehyde, or with an acetal, or with a hemiacet... Starting materials: CC(C)C[Zn]Br, COC(=O)c1ccc(OS(=O)(=O)C(F)(F)F)c(C#N)c1, C1CCOC1. Product: COC(=O)c1ccc(CC(C)C)c(C#N)c1. RXN SMILES: [Br:21][Zn:22][CH2:23][CH:24]([CH3:25])[CH3:26].[C:1](#[N:2])[c:3]1[cH:4][c:5]([C:6](=[O:7])[O:8][CH3:9])[cH:10][cH:11][c:12]1[O:13][S:14]([C:15]([F:16])([F:17])[F:18])(=[O:19])=[O:20].[O:27]1[CH2:28][CH2:29][CH2:30][CH2:31]1>>[C:1](#[N:2])[c:3]1[cH:4][c:5]([C:6](=[O:7])[O:8][CH3:9])[cH:10][cH:11][c:12]1[CH2:23][CH:24]([CH3:25])[CH3:26]. Starting materials: Oc1ccc2c(c1)CCN(C1CCC1)CC2, [Cu]Br, [H-], N#Cc1ccccc1I, [Na+], c1ccncc1. Product: N#Cc1ccccc1Oc1ccc2c(c1)CCN(C1CCC1)CC2. RXN SMILES: [CH:1]1([N:5]2[CH2:6][CH2:7][c:8]3[c:9]([cH:12][c:13]([OH:16])[cH:14][cH:15]3)[CH2:10][CH2:11]2)[CH2:2][CH2:3][CH2:4]1.[Cu:34][Br:35].[H-:17].[I:19][c:20]1[c:21]([C:22]#[N:23])[cH:24][cH:25][cH:26][cH:27]1.[Na+:18].[cH:28]1[cH:29][cH:30][n:31][cH:32][cH:33]1>>[CH:1]1([N:5]2[CH2:6][CH2:7][c:8]3[c:9]([cH:12][c:13]([O:16][c:20]4[c:21]([C:22]#[N:23])[cH:24][cH:25][cH:26][cH:27]4)[cH:14][cH:15]3)[CH2:10][CH2:11]2)[CH2:2][CH2:3][CH2:4]1. The reactants are ClC(C#N)=C (2-chloro-2-propenenitrile), NC1=C(C=CC=C1)O (2-aminophenol), [Cl-].[K+] (potassium chloride). Solvent: CC(=O)C (acetone). Conditions: time 16 hour. The product is O1C(CNC2=C1C=CC=C2)C#N (3,4-Dihydro-2H-1,4-benzoxazine-2-carbonitrile). The yield is 31.3%. Reaction SMILES: Cl[C:2](=[CH2:5])[C:3]#[N:4].[NH2:6][C:7]1[CH:12]=[CH:11][CH:10]=[CH:9][C:8]=1[OH:13].[Cl-].[K+]>CC(C)=O>[O:13]1[C:8]2[CH:9]=[CH:10][CH:11]=[CH:12][C:7]=2[NH:6][CH2:5][CH:2]1[C:3]#[N:4] |f:2.3|. Reported procedure: Combine 2-chloro-2-propenenitrile (3.0 g, 34.3 mmol), 2-aminophenol (3.27 g, 29.96 mmol), acetone (50 mL), and potassium chloride (5 g, 36.18 mmol). Stir the mixture at ambient temperature for 16 hours. Filter the mixture and wash the filter cake with EtOAc. Concentrate the filtrate under reduced pressure to give a residue. Purify via flash column chromatography using a gradient of 1-50% EtOAc in petroleum ether to elute. Combine the product fractions and remove solvents under reduced pressure t... The reactants are ClC1=C2N=CN(C2=NC=N1)C1OCCCC1 (6-chloro-9-(tetrahydropyran-2-yl)-9H-purine), CCN(C(C)C)C(C)C (DIPEA), C(=O)(C(F)(F)F)O (TFA), C(C)(C)(C)OC(N[C@@H](C)C1=NC2=C(N1C1=NN(C=C1)C)C=C(C=C2)F)=O ({(S)-1-[6-fluoro-1-(1-methyl-1H-pyrazol-3-yl)-1H-benzoimidazol-2-yl]ethyl}carbamic acid tert-butyl ester). Solvent: CC(C)O (IPA), CO (MeOH), C(Cl)Cl (DCM), CO (MeOH). Run at time 3 hour. The product is FC=1C=CC2=C(N(C(=N2)[C@H](C)NC2=C3N=CNC3=NC=N2)C2=NN(C=C2)C)C1 (N-[(1S)-1-[6-fluoro-1-(1-methylpyrazol-3-yl)benzimidazol-2-yl]ethyl]-9H-purin-6-amine). The yield is 49.9%. As a reaction SMILES: C(O)(C(F)(F)F)=O.C(O[C:13](=O)[NH:14][C@H:15]([C:17]1[N:21]([C:22]2[CH:26]=[CH:25][N:24]([CH3:27])[N:23]=2)[C:20]2[CH:28]=[C:29]([F:32])[CH:30]=[CH:31][C:19]=2[N:18]=1)[CH3:16])(C)(C)C.ClC1[N:43]=[CH:42][N:41]=[C:40]2[C:36]=1[N:37]=[CH:38][N:39]2C1CCCCO1.CCN(C(C)C)C(C)C>C(Cl)Cl.CO.CC(O)C>[F:32][C:29]1[CH:30]=[CH:31][C:19]2[N:18]=[C:17]([C@@H:15]([NH:14][C:13]3[N:43]=[CH:42][N:41]=[C:40]4[C:36]=3[N:37]=[CH:38][NH:39]4)[CH3:16])[N:21]([C:22]3[CH:26]=[CH:25][N:24]([CH3:27])[N:23]=3)[C:20]=2[CH:28]=1. Procedure details: TFA (1 mL) was added to a stirring solution of {(S)-1-[6-fluoro-1-(1-methyl-1H-pyrazol-3-yl)-1H-benzoimidazol-2-yl]ethyl}carbamic acid tert-butyl ester (187 mg, 0.52 mmol) in DCM (3 mL). After stirring at RT for 3 h, the reaction mixture was diluted with MeOH and loaded onto an Isolute® SCX-2 cartridge. The cartridge was washed with MeOH followed by 2M NH3/MeOH. The basic fractions were combined and concentrated in vacuo to give a brown oil. A mixture of this residue, 6-chloro-9-(tetrahydropyran... Reactants: Cl (hydrochloric acid), ClC=1C2=C(C(=NC1)OC)C(=NN2C2=C(C=CC=C2F)F)C2=CC=C(C(=O)OC)C=C2 (methyl 4-(7-chloro-1-(2,6-difluorophenyl)-4-methoxy-1H-pyrazolo[4.3-c]pyridin-3-yl)benzoate), CO (methanol), [OH-].[Na+] (sodium hydroxide). The solvent is C1CCOC1 (THF). Reaction conditions: time 4 hour. Yields the product ClC=1C2=C(C(=NC1)OC)C(=NN2C2=C(C=CC=C2F)F)C2=CC=C(C(=O)O)C=C2 (4-(7-chloro-1-(2,6-difluorophenyl)-4-methoxy-1H-pyrazolo[4,3-c]pyridin-3-yl)benzoic acid). Isolated yield 68.3%. RXN SMILES: [Cl:1][C:2]1[C:3]2[N:12]([C:13]3[C:18]([F:19])=[CH:17][CH:16]=[CH:15][C:14]=3[F:20])[N:11]=[C:10]([C:21]3[CH:30]=[CH:29][C:24]([C:25]([O:27]C)=[O:26])=[CH:23][CH:22]=3)[C:4]=2[C:5]([O:8][CH3:9])=[N:6][CH:7]=1.CO.[OH-].[Na+].Cl>C1COCC1>[Cl:1][C:2]1[C:3]2[N:12]([C:13]3[C:18]([F:19])=[CH:17][CH:16]=[CH:15][C:14]=3[F:20])[N:11]=[C:10]([C:21]3[CH:22]=[CH:23][C:24]([C:25]([OH:27])=[O:26])=[CH:29][CH:30]=3)[C:4]=2[C:5]([O:8][CH3:9])=[N:6][CH:7]=1 |f:2.3|. Reported procedure: To a mixture of methyl 4-(7-chloro-1-(2,6-difluorophenyl)-4-methoxy-1H-pyrazolo[4.3-c]pyridin-3-yl)benzoate (118 mg) in a mixed solvent of methanol (2 mL) and THF (1 mL) was added 1N aqueous sodium hydroxide solution (1 mL) at room temperature, and the mixture was stirred at room temperature for 4 hr. The reaction mixture was neutralized with 1N hydrochloric acid under ice-cooling, and the mixture was concentrated under reduced pressure. The obtained solid was washed with water to give the title... Conditions: time 3 minute. Reaction SMILES: [NH2:1][C@H:2]([C:10]([OH:12])=O)[CH2:3][C:4]1[CH:9]=[CH:8][CH:7]=[CH:6][CH:5]=1.[CH3:13][N:14]1[CH2:19][CH2:18][O:17][CH2:16][CH2:15]1.ClC(OCC(C)C)=[O:22].Cl.[NH2:29][CH:30]([CH2:42][CH2:43][C:44]1[CH:49]=[CH:48][CH:47]=[CH:46][CH:45]=1)[CH:31]=[CH:32][C:33]1[CH:38]=[CH:37][C:36]([N+:39]([O-:41])=[O:40])=[CH:35][CH:34]=1.Cl.O1CCOCC1.C(OC(NC(CCC1C=CC=CC=1)C=CC1C=CC([N+]([O-])=O)=CC=1)=O)(C)(C)C>C1COCC1.C(Cl)Cl>[N:14]1([C:13]([C:7]2[CH:6]=[CH:5][C:4]([CH2:3][C@@H:2]([C:10]([NH:29][C@@H:30]([CH2:42][CH2:43][C:44]3[CH:49]=[CH:48][CH:47]=[CH:46][CH:45]=3)[CH:31]=[CH:32][C:33]3[CH:38]=[CH:37][C:36]([N+:39]([O-:41])=[O:40])=[CH:35][CH:34]=3)=[O:12])[NH2:1])=[CH:9][CH:8]=2)=[O:22])[CH2:19][CH2:18][O:17][CH2:16][CH2:15]1 |f:3.4,5.6|. Solvent: C(Cl)Cl (CH2Cl2), C(Cl)Cl (CH2Cl2), C1CCOC1 (THF). The product is N1(CCOCC1)C(=O)C1=CC=C(C[C@H](N)C(=O)N[C@H](C=CC2=CC=C(C=C2)[N+](=O)[O-])CCC2=CC=CC=C2)C=C1 ((S)-3-(4-morpholinecarbonylphenylalanyl)amino-1-(4-nitrophenyl)-5-phenyl-1-pentene). Reported procedure: To a solution of Mu-PheOH (1.29 g, 4.63 mmol) in THF (20 mL) were added 4-methylmorpholine (0.51 mL, 4.63 mmol) and isobutyl chloroformate (0.61 mL, 4.63 mmol). After 3 minutes, a solution of (S) 3-amino-1-(4-nitrophenyl)-5-phenyl-1-pentene hydrochloride, prepared by HCl/dioxane-mediated deprotection of (S) 3-tert-butoxycarbonylamino-1-(4-nitrophenyl)-5-phenyl-1-pentene precursor, 1.34 g, 4.20 mmol) in CH2Cl2 (20 mL), followed by 4-methylmorpholine (0.51 mL, 4.63 mmol). The mixture was stirred o... Yield: 40.0%. Starting materials: Cl.NC(C=CC1=CC=C(C=C1)[N+](=O)[O-])CCC1=CC=CC=C1 (3-amino-1-(4-nitrophenyl)-5-phenyl-1-pentene hydrochloride), Cl.O1CCOCC1 (HCl dioxane), C(C)(C)(C)OC(=O)NC(C=CC1=CC=C(C=C1)[N+](=O)[O-])CCC1=CC=CC=C1 (3-tert-butoxycarbonylamino-1-(4-nitrophenyl)-5-phenyl-1-pentene), CN1CCOCC1 (4-methylmorpholine), N[C@@H](CC1=CC=CC=C1)C(=O)O (PheOH), CN1CCOCC1 (4-methylmorpholine), ClC(=O)OCC(C)C (isobutyl chloroformate). The product is CN1N=C2C(=C1N(C(=O)N)C)OC1=C2C=CC=C1 (N-(2-Methyl-2H-benzofuro[3,2-c]pyrazol-3-yl)-N1 -methylurea). Starting materials: CN1N=C2C(=C1N)OC1=C2C=CC=C1 (2-methyl-2H-benzofuro[3,2-c]pyrazol-3-amine), CN=C=O (methyl isocyanate), C(C)#N (acetonitrile). Reported procedure: A solution of 2-methyl-2H-benzofuro[3,2-c]pyrazol-3-amine (4.0 g, 21.37 mmol, described in Example 6) in acetonitrile (150 mL) was combined with excess methyl isocyanate (ca. 6 mL) and the mixture was stirred at room temperature for several days. The precipitate was collected, washed with acetonitrile and diethyl ether to give the title compound (4.54 g) as off-white crystals: mp ca. 290° C. (dec.); IR (mineral oil) 3310, 3250, 1635, 1655, 1580 and 1525 cm-1 ; UV max (MeOH) 292 nm (ε=5656) and 2... Reaction SMILES: [CH3:1][N:2]1[C:6]([NH2:7])=[C:5]2[O:8][C:9]3[CH:14]=[CH:13][CH:12]=[CH:11][C:10]=3[C:4]2=[N:3]1.C[N:16]=[C:17]=[O:18].[C:19](#N)C>>[CH3:1][N:2]1[C:6]([N:7]([CH3:19])[C:17]([NH2:16])=[O:18])=[C:5]2[O:8][C:9]3[CH:14]=[CH:13][CH:12]=[CH:11][C:10]=3[C:4]2=[N:3]1.